Dataset: the Open Reaction Database (ORD), a public repository of structured organic reaction records. Task: describe an organic reaction: reactants, conditions, products, and yield Reactants: C(C)(C)(C)OC(C(CC1=CC=C(C=C1)O)NC(C(CC(C)C)NC(=O)N1CCCCCC1)=O)=O (2-{2-[(Azepane-1-carbonyl)-amino]-4-methyl-pentanoylamino}-3-(4-hydroxy-phenyl)-propionic acid tert-butyl ester), N1=CC(=CC=C1)CO (3-pyridylmethanol), C1(=CC=CC=C1)P(C1=CC=CC=C1)C1=CC=CC=C1 (triphenylphosphine), CCOC(=O)/N=N/C(=O)OCC (diethylazodicarboxylate). The solvent is O1CCCC1 (tetrahydrofuran). Run at time 4 hour. The product is C(C)(C)(C)OC(C(CC1=CC=C(C=C1)OCC=1C=NC=CC1)NC(C(CC(C)C)NC(=O)N1CCCCCC1)=O)=O (2-{2-[(Azepane-1-carbonyl)-amino]-4-methyl-pentanoylamino}-3-[4-(pyridin-3-ylmethoxy)-phenyl]-propionic acid tert-butyl ester). Isolated yield 13.2%. As a reaction SMILES: [C:1]([O:5][C:6](=[O:34])[CH:7]([NH:16][C:17](=[O:33])[CH:18]([NH:23][C:24]([N:26]1[CH2:32][CH2:31][CH2:30][CH2:29][CH2:28][CH2:27]1)=[O:25])[CH2:19][CH:20]([CH3:22])[CH3:21])[CH2:8][C:9]1[CH:14]=[CH:13][C:12]([OH:15])=[CH:11][CH:10]=1)([CH3:4])([CH3:3])[CH3:2].[N:35]1[CH:40]=[CH:39][CH:38]=[C:37]([CH2:41]O)[CH:36]=1.C1(P(C2C=CC=CC=2)C2C=CC=CC=2)C=CC=CC=1.CCOC(/N=N/C(OCC)=O)=O>O1CCCC1>[C:1]([O:5][C:6](=[O:34])[CH:7]([NH:16][C:17](=[O:33])[CH:18]([NH:23][C:24]([N:26]1[CH2:32][CH2:31][CH2:30][CH2:29][CH2:28][CH2:27]1)=[O:25])[CH2:19][CH:20]([CH3:22])[CH3:21])[CH2:8][C:9]1[CH:10]=[CH:11][C:12]([O:15][CH2:41][C:37]2[CH:36]=[N:35][CH:40]=[CH:39][CH:38]=2)=[CH:13][CH:14]=1)([CH3:3])([CH3:4])[CH3:2]. Procedure details: A solution of the product from Example 24 (0.3 g, 0.63 mmol), 3-pyridylmethanol (0.061 mL, 0.63 mmol) and triphenylphosphine (0.165 g, 0.63 mmol) in 10 mL of tetrahydrofuran at 0° C. was treated with diethylazodicarboxylate (0.11 g, 0.63 mmol). The reaction mixture was warmed to room temperature and stirred for 4 hours. The reaction mixture was concentrated, and the residue was taken up in EtOAc and washed with sat. aqueous NaHCO3 and brine. The organic phase was dried with Na2SO4, filtered, and... Starting materials: BrC1=CC=C(C=C1)C1=NCCC2=CC(=CC=C12)O (1-(4-bromo-phenyl)-3,4-dihydro-isoquinolin-6-ol), BrC\C=C\CBr ((E)-1,4-dibromo-2-butene), C(C=C)NC (N-allyl-methyl-amine). Yields the product C(C=C)N(C)C\C=C\COC=1C=C2CCN=C(C2=CC1)C1=CC=C(C=C1)Br ((E)-allyl-[4-[1-(4-bromo-phenyl)-3,4-dihydro-isoquinolin-6-yloxy]-but-2-enyl]-methyl-amine). RXN SMILES: [Br:1][C:2]1[CH:7]=[CH:6][C:5]([C:8]2[C:17]3[C:12](=[CH:13][C:14]([OH:18])=[CH:15][CH:16]=3)[CH2:11][CH2:10][N:9]=2)=[CH:4][CH:3]=1.Br[CH2:20]/[CH:21]=[CH:22]/[CH2:23]Br.[CH2:25]([NH:28][CH3:29])[CH:26]=[CH2:27]>>[CH2:25]([N:28]([CH2:20]/[CH:21]=[CH:22]/[CH2:23][O:18][C:14]1[CH:13]=[C:12]2[C:17](=[CH:16][CH:15]=1)[C:8]([C:5]1[CH:6]=[CH:7][C:2]([Br:1])=[CH:3][CH:4]=1)=[N:9][CH2:10][CH2:11]2)[CH3:29])[CH:26]=[CH2:27]. Procedure: Analogously to Example 25, from 1-(4-bromo-phenyl)-3,4-dihydro-isoquinolin-6-ol and (E)-1,4-dibromo-2-butene and after reaction with N-allyl-methyl-amine there is obtained (E)-allyl-[4-[1-(4-bromo-phenyl)-3,4-dihydro-isoquinolin-6-yloxy]-but-2-enyl]-methyl-amine, which is converted into the fumarate, MS: m/e 425 (M+H+, 1 Br). Starting materials: CC(=O)O[BH-](OC(C)=O)OC(C)=O, CCOC(C)=O, COc1cc(C)cc(C)c1-c1cccc2c(NCC3CC3)c(SC)nn12, [Na+], [Na+], O=CC1CCOCC1, C1CCOC1, O=C([O-])O. Yields the product COc1cc(C)cc(C)c1-c1cccc2c(N(CC3CCOCC3)CC3CC3)c(SC)nn12. As a reaction SMILES: [C:35]([O:36][BH-:37]([O:38][C:39](=[O:40])[CH3:41])[O:42][C:43](=[O:44])[CH3:45])(=[O:46])[CH3:47].[CH3:59][CH2:60][O:61][C:62](=[O:63])[CH3:64].[CH:1]1([CH2:4][NH:5][c:6]2[c:7]([S:25][CH3:26])[n:8][n:9]3[c:10]2[cH:11][cH:12][cH:13][c:14]3-[c:15]2[c:16]([O:23][CH3:24])[cH:17][c:18]([CH3:22])[cH:19][c:20]2[CH3:21])[CH2:2][CH2:3]1.[Na+:48].[Na+:49].[O:27]1[CH2:28][CH2:29][CH:30]([CH:33]=[O:34])[CH2:31][CH2:32]1.[O:54]1[CH2:55][CH2:56][CH2:57][CH2:58]1.[OH:50][C:51](=[O:52])[O-:53]>>[CH:1]1([CH2:4][N:5]([c:6]2[c:7]([S:25][CH3:26])[n:8][n:9]3[c:10]2[cH:11][cH:12][cH:13][c:14]3-[c:15]2[c:16]([O:23][CH3:24])[cH:17][c:18]([CH3:22])[cH:19][c:20]2[CH3:21])[CH2:33][CH:30]2[CH2:29][CH2:28][O:27][CH2:32][CH2:31]2)[CH2:2][CH2:3]1.